The task is: describe an organic reaction: reactants, conditions, products, and yield. This data is from the Open Reaction Database (ORD), a public repository of structured organic reaction records. Reactants: FC1=CC=C(C(=C1)C1=C(C=CC=C1)C1=CC=CC=C1)O (5-fluoro-2′-phenylbiphenyl-2-ol), C([O-])([O-])=O.[K+].[K+] (potassium carbonate), C(C=C)Br (allyl bromide). Solvent: CS(=O)C (DMSO). Yields the product C(C=C)OC1=C(C=C(C=C1)F)C1=C(C=CC=C1)C1=CC=CC=C1 (2-allyloxy-5-fluoro-2′-phenylbiphenyl). Isolated yield 81.8%. Reaction SMILES: [F:1][C:2]1[CH:7]=[C:6]([C:8]2[CH:13]=[CH:12][CH:11]=[CH:10][C:9]=2[C:14]2[CH:19]=[CH:18][CH:17]=[CH:16][CH:15]=2)[C:5]([OH:20])=[CH:4][CH:3]=1.C(=O)([O-])[O-].[K+].[K+].[CH2:27](Br)[CH:28]=[CH2:29]>CS(C)=O>[CH2:29]([O:20][C:5]1[CH:4]=[CH:3][C:2]([F:1])=[CH:7][C:6]=1[C:8]1[CH:13]=[CH:12][CH:11]=[CH:10][C:9]=1[C:14]1[CH:15]=[CH:16][CH:17]=[CH:18][CH:19]=1)[CH:28]=[CH2:27] |f:1.2.3|. Reported procedure: Treatment of 5-fluoro-2′-phenylbiphenyl-2-ol (6.8 g, 25.7 mmol) with potassium carbonate (5.3 g, 38.6 mmol) and allyl bromide (3.3 mL, 38.6 mmol) in DMSO (150 mL) according to the procedure described for Example 69, Step 3 provided 6.4 g (82%) of 2-allyloxy-5-fluoro-2′-phenylbiphenyl as a white solid. MS (EI) m/z 304.1264 ([M]+); mp 48–49° C. Starting materials: C(C)(C)(C)OC(=O)N1CCN(CC1)C1=NC=CN=C1Cl (3′-chloro-2,3,5,6-tetrahydro-[1,2′]bipyrazinyl-4-carboxylic acid t-butyl ester), solution, Cl (hydrochloric acid), [OH-].[Na+] (sodium hydroxide). Solvent: O1CCOCC1 (1,4-dioxane), O1CCOCC1 (1,4-dioxane), C(Cl)Cl (DCM). Conditions: time 8 hour. The product is ClC=1C(=NC=CN1)N1CCNCC1 (3′-chloro-3,4,5,6-tetrahydro-2H-[1,2′]bipyrazinyl). The yield is 81.0%. RXN SMILES: C(OC([N:8]1[CH2:13][CH2:12][N:11]([C:14]2[C:19]([Cl:20])=[N:18][CH:17]=[CH:16][N:15]=2)[CH2:10][CH2:9]1)=O)(C)(C)C.Cl.[OH-].[Na+]>O1CCOCC1.C(Cl)Cl>[Cl:20][C:19]1[C:14]([N:11]2[CH2:10][CH2:9][NH:8][CH2:13][CH2:12]2)=[N:15][CH:16]=[CH:17][N:18]=1 |f:2.3|. Procedure details: To a solution of 3′-chloro-2,3,5,6-tetrahydro-[1,2′]bipyrazinyl-4-carboxylic acid t-butyl ester (10 g, 33.4 mmol, 1 eq) in 1,4-dioxane (160 mL) add a 4 M solution of hydrochloric acid in 1,4-dioxane (80 mL, 0.3 mol, 10 eq) and stir under nitrogen at room temperature overnight. Dilute with DCM (600 mL) then basify with 50% aqueous sodium hydroxide. Add water (100 mL), separate the layers and extract the aqueous twice with DCM (200 mL). Combine the organic extracts, wash with saturated aqueous sod...